Dataset: the Open Reaction Database (ORD), a public repository of structured organic reaction records. Task: describe an organic reaction: reactants, conditions, products, and yield Reactants: BrBr (Bromine), COC1=C(C=O)C(=CC=C1)C (2-Methoxy-6-methylbenzaldehyde), O (water). Conditions: time 1 hour. The reagents and catalysts are [Fe] (iron). Isolated yield 91.9%. Solvent: C(Cl)(Cl)(Cl)Cl (carbon tetrachloride). Yields the product BrC=1C(=C(C=O)C(=CC1)OC)C (3-Bromo-6-methoxy-2-methyl-benzaldehyde). As a reaction SMILES: [CH3:1][O:2][C:3]1[CH:10]=[CH:9][CH:8]=[C:7]([CH3:11])[C:4]=1[CH:5]=[O:6].[Br:12]Br.O>C(Cl)(Cl)(Cl)Cl.[Fe]>[Br:12][C:8]1[C:7]([CH3:11])=[C:4]([C:3]([O:2][CH3:1])=[CH:10][CH:9]=1)[CH:5]=[O:6]. Procedure: 2-Methoxy-6-methylbenzaldehyde (7.32 g, 0.049 mol) in carbon tetrachloride (183 ml) was cooled to −10° C., and iron powder (150 mg, 0.002 mol) was added to it. Bromine (3.0 ml, 0.058 mol) was added over a period of 10 minutes. The mixture was stirred for 1 hour and then poured into water (225 ml). The organic layer was washed with sodium thiosulfate solution (2×50 ml), water (50 ml) and brine solution (50 ml). The organic layer was dried over sodium sulfate and concentrated under reduced pressur...